This data is from the Open Reaction Database (ORD), a public repository of structured organic reaction records. The task is: describe an organic reaction: reactants, conditions, products, and yield Reactants: CC=1C=C(N)C=CC1C (3,4-dimethylaniline), C(C)(=O)OC(C)=O (acetic anhydride), OO (hydrogen peroxide), BrBr (Bromine). Solvent: C(C)(=O)O (acetic acid), O (water), C(C)(=O)O (acetic acid). Conditions: temperature 120 celsius, time 2 hour. Yields the product CC1=CC(=C(C=C1C)Br)NC(=O)C (2-bromo-4,5-dimethylacetanilide). The yield is 182.9%. As a reaction SMILES: [CH3:1][C:2]1[CH:3]=[C:4]([CH:6]=[CH:7][C:8]=1[CH3:9])[NH2:5].[C:10]([O:13]C(=O)C)(=O)[CH3:11].[Br:17]Br.OO>C(O)(=O)C.O>[CH3:1][C:2]1[C:8]([CH3:9])=[CH:7][C:6]([Br:17])=[C:4]([NH:5][C:10]([CH3:11])=[O:13])[CH:3]=1. Reported procedure: To a stirred solution of 50.0 g (0.41 mol) of 3,4-dimethylaniline in 250 mL of glacial acetic acid was added 46.0 g (0.45 mol) of acetic anhydride was added dropwise with ice-bath cooling. The reaction was heated for 15 minutes at 120° C., then cooled to 10° C. Bromine (32.8 g, 0.21 mol) was added dropwise over 25 minutes. The addition funnel was washed with a small amount of acetic acid, and 27.2 g (0.24 mol) of 30% hydrogen peroxide was added over 30 minutes. The reaction was stirred for 2 hou... The reactants are FC([C@](C)(O)C1=CC=C(C=C1)N1[C@H](CN(CC1)S(=O)(=O)C=1OC=CC1)C)(F)F ((2R)-1,1,1-trifluoro-2-(4-((2S)-4-(2-furanylsulfonyl)-2-methyl-1-piperazinyl)phenyl)-2-propanol), C=1N=C(C2=C(N1)N(C=N2)[C@H]3[C@@H]([C@@H]([C@H](O3)COP(=O)(O)OP(=O)(O)OC[C@@H]4[C@H]([C@H]([C@@H](O4)N5C=CCC(=C5)C(=O)N)O)O)O)OP(=O)(O)O)N (NADPH). As a reaction SMILES: [F:1][C:2]([F:28])([F:27])[C@@:3]([C:6]1[CH:11]=[CH:10][C:9]([N:12]2[CH2:17][CH2:16][N:15]([S:18]([C:21]3[O:22][CH:23]=[CH:24][CH:25]=3)(=[O:20])=[O:19])[CH2:14][C@@H:13]2[CH3:26])=[CH:8][CH:7]=1)([OH:5])[CH3:4].C1N=C(N)C2N=CN([C@@H]3O[C@H](COP(OP(OC[C@H]4O[C@@H](N5C=C(C(N)=O)CC=C5)[C@H](O)[C@@H]4O)(O)=O)(O)=O)[C@@H](O)[C@H]3OP(O)(O)=O)C=2N=1>>[F:28][C:2]([F:1])([F:27])[C@:3]([C:6]1[CH:7]=[CH:8][C:9]([N:12]2[CH2:17][CH2:16][N:15]([S:18]([C:21]3[O:22][CH:23]=[CH:24][CH:25]=3)(=[O:19])=[O:20])[CH2:14][C@@H:13]2[CH3:26])=[CH:10][CH:11]=1)([OH:5])[CH3:4]. The product is FC([C@@](C)(O)C1=CC=C(C=C1)N1[C@H](CN(CC1)S(=O)(=O)C=1OC=CC1)C)(F)F ((2S)-1,1,1-trifluoro-2-(4-((2S)-4-(2-furanylsulfonyl)-2-methyl-1-piperazinyl)phenyl)-2-propanol). Reported procedure: (2R)-1,1,1-trifluoro-2-(4-((2S)-4-(2-furanylsulfonyl)-2-methyl-1-piperazinyl)phenyl)-2-propanol. 1H NMR (400 MHz, CD3OD) δ 8.14 (s, 1H), 7.74-7.71 (m, 1H), 7.46 (d, J=8.9 Hz, 2H), 6.94 (d, J=8.9 Hz, 2H), 6.74-6.72 (m, 1H), 4.08-4.01 (m, 1H), 3.64-3.57 (m, 1H), 3.42-3.33 (m, 2H), 3.24-3.15 (m, 1H), 2.93-2.87 (m, 1H), 2.77-2.69 (m, 1H), 1.68 (ms, 3H), 1.08 (d, J=9.0 Hz, 3H). m/z (ESI, +ve ion) 419.1 (M+H)+. GK-GKRP EC50 (NADPH-coupled)=3.12 μM; GK-GKRP EC50 (LC MS/MS)=50 μM.